Task: describe an organic reaction: reactants, conditions, products, and yield. Dataset: the Open Reaction Database (ORD), a public repository of structured organic reaction records The reactants are C(#N)CCN(CCCN(CCC#N)CCC#N)CCC#N (N,N,N′,N′-tetrakis(2-cyanoethyl)-1,3-propanediamine), [H][H] (hydrogen). Isolated yield 87.7%. Procedure details: 20.05 g of N,N,N′,N′-tetrakis(2-cyanoethyl)-1,3-propanediamine, 2.01 g of Raney Co and 100 mL of 1,4-dioxane were charged in an autoclave and a hydrogenation reaction was carried out at an initial hydrogen pressure of 9.0 MPa at 150° C. for 3 hours. After the catalyst was removed by filtration, the obtained filtrate was concentrated to dryness to give 18.57 g of the title compound as a pale yellow oil. The solvent is O1CCOCC1 (1,4-dioxane). The product is NCCCN(CCCN(CCCN)CCCN)CCCN (N,N,N′,N′-tetrakis(3-aminopropyl)-1,3-propanediamine). Reaction SMILES: [C:1]([CH2:3][CH2:4][N:5]([CH2:18][CH2:19][C:20]#[N:21])[CH2:6][CH2:7][CH2:8][N:9]([CH2:14][CH2:15][C:16]#[N:17])[CH2:10][CH2:11][C:12]#[N:13])#[N:2].[H][H]>O1CCOCC1>[NH2:13][CH2:12][CH2:11][CH2:10][N:9]([CH2:14][CH2:15][CH2:16][NH2:17])[CH2:8][CH2:7][CH2:6][N:5]([CH2:18][CH2:19][CH2:20][NH2:21])[CH2:4][CH2:3][CH2:1][NH2:2]. Starting materials: NC=1C=CC2=C(N=C(S2)NC(C2=CC=CC=C2)=O)C1 (N-(5-aminobenzothiazol-2-yl)benzamide), ClC1=NC=NC2=CC(=C(C=C12)OCCCN1CCN(CC1)C)OC (4-chloro-7-methoxy-6-[3-(4-methylpiperazin-1-yl)propoxy]quinazoline), Cl (HCl), O1CCOCC1 (dioxane). Run in C(CCC)O (n-butanol). Product: COC1=C(C=C2C(=NC=NC2=C1)NC=1C=CC2=C(N=C(S2)NC(C2=CC=CC=C2)=O)C1)OCCCN1CCN(CC1)C (N-(5-{7-Methoxy-6-[3-(4-methyl-piperazin-1-yl)-propoxy]-quinazolin-4-ylamino}-benzothiazol-2-yl)-benzamide). As a reaction SMILES: [NH2:1][C:2]1[CH:3]=[CH:4][C:5]2[S:9][C:8]([NH:10][C:11](=[O:18])[C:12]3[CH:17]=[CH:16][CH:15]=[CH:14][CH:13]=3)=[N:7][C:6]=2[CH:19]=1.Cl[C:21]1[C:30]2[C:25](=[CH:26][C:27]([O:42][CH3:43])=[C:28]([O:31][CH2:32][CH2:33][CH2:34][N:35]3[CH2:40][CH2:39][N:38]([CH3:41])[CH2:37][CH2:36]3)[CH:29]=2)[N:24]=[CH:23][N:22]=1.Cl.O1CCOCC1>C(O)CCC>[CH3:43][O:42][C:27]1[CH:26]=[C:25]2[C:30]([C:21]([NH:1][C:2]3[CH:3]=[CH:4][C:5]4[S:9][C:8]([NH:10][C:11](=[O:18])[C:12]5[CH:17]=[CH:16][CH:15]=[CH:14][CH:13]=5)=[N:7][C:6]=4[CH:19]=3)=[N:22][CH:23]=[N:24]2)=[CH:29][C:28]=1[O:31][CH2:32][CH2:33][CH2:34][N:35]1[CH2:36][CH2:37][N:38]([CH3:41])[CH2:39][CH2:40]1. Reported procedure: N-(5-{7-Methoxy-6-[3-(4-methyl-piperazin-1-yl)-propoxy]-quinazolin-4-ylamino}-benzothiazol-2-yl)-benzamide was prepared by heating a mixture of N-(5-aminobenzothiazol-2-yl)benzamide (IM 5, 35 mg, 0.13 mmol), 4-chloro-7-methoxy-6-[3-(4-methylpiperazin-1-yl)propoxy]quinazoline (IM 8, 46 mg, 0.13 mmol) and 4 M HCl in dioxane (0.09 mL, 0.39 mmol) in n-butanol (3 mL) to 110° C. for 5 h. The HCl salt of the product precipitated. It was separated by filtration and washed twice with CH2Cl2. No ether pur... Starting materials: CCOC(=O)c1cc2cccnc2nc1NC, CCO, [Na+], [OH-]. The product is CNc1nc2ncccc2cc1C(=O)O. As a reaction SMILES: [CH3:1][NH:2][c:3]1[n:4][c:5]2[n:6][cH:7][cH:8][cH:9][c:10]2[cH:11][c:12]1[C:13](=[O:14])[O:15][CH2:16][CH3:17].[CH3:20][CH2:21][OH:22].[Na+:19].[OH-:18]>>[CH3:1][NH:2][c:3]1[n:4][c:5]2[n:6][cH:7][cH:8][cH:9][c:10]2[cH:11][c:12]1[C:13](=[O:14])[OH:15]. Reactants: COC=1C=C(C=CC1OC)C1=NNC([C@H]2CC=CC[C@@H]12)=O ((cis)-4-(3,4-Dimethoxyphenyl)-4a,5,8,8a-tetrahydro-2H-phthalazin-1-one), CCCC(CCC)NN (4-heptylhydrazine), COC=1C=C(C=CC1OC)C1=NN(C([C@H]2CCCC[C@@H]12)=O)C ((cis)-4-(3,4-Dimethoxyphenyl)-2-methyl-4a,5,6,7,8,8a-hexahydro-2H-phthalazin-1-one). The product is C(CC)CCCCN1C([C@H]2CC=CC[C@H]2C(=N1)C1=CC(=C(C=C1)OC)OC)=O ((cis)-2-(4-Propyl-butyl)-4-(3,4-dimethoxyphenyl)-4a,5,8,8a-tetrahydro-2H-phthalazin-1-one). Reaction SMILES: [CH3:1][O:2][C:3]1[CH:4]=[C:5]([C:11]2[C@H:20]3[C@H:15]([CH2:16][CH:17]=[CH:18][CH2:19]3)[C:14](=[O:21])[NH:13][N:12]=2)[CH:6]=[CH:7][C:8]=1[O:9][CH3:10].[CH3:22][CH2:23][CH2:24][CH:25](NN)[CH2:26][CH2:27][CH3:28].COC1C=C(C2[C@H]3[C@H](CCCC3)C(=O)N(C)N=2)C=CC=1OC>>[CH2:24]([CH2:25][CH2:26][CH2:27][CH2:28][N:13]1[N:12]=[C:11]([C:5]2[CH:6]=[CH:7][C:8]([O:9][CH3:10])=[C:3]([O:2][CH3:1])[CH:4]=2)[C@H:20]2[C@H:15]([CH2:16][CH:17]=[CH:18][CH2:19]2)[C:14]1=[O:21])[CH2:23][CH3:22]. Reported procedure: Prepared from compound 3 and 4-heptylhydrazine as described for compound 8. Purified by chromatography and crystallized from petroleum ether (60-80° C.) M.p. 71-73° C. The reactants are ClC1=CC=C(C=C1)N(N)CCCC1=CC=CC=C1 (1-(4-chlorophenyl)-1-(3-phenylpropyl)hydrazine), COC(CCCNC)OC (4,4-dimethoxy-N-methylbutan-1-amine). Yields the product ClC=1C=C2C(=CN(C2=CC1)CCCC1=CC=CC=C1)CCNC (2-(5-chloro-1-(3-phenylpropyl)-1H-indol-3-yl)-N-methylethanamine). Reaction SMILES: [Cl:1][C:2]1[CH:7]=[CH:6][C:5]([N:8]([CH2:10][CH2:11][CH2:12][C:13]2[CH:18]=[CH:17][CH:16]=[CH:15][CH:14]=2)N)=[CH:4][CH:3]=1.CO[CH:21](OC)[CH2:22][CH2:23][CH2:24][NH:25][CH3:26]>>[Cl:1][C:2]1[CH:7]=[C:6]2[C:5](=[CH:4][CH:3]=1)[N:8]([CH2:10][CH2:11][CH2:12][C:13]1[CH:18]=[CH:17][CH:16]=[CH:15][CH:14]=1)[CH:21]=[C:22]2[CH2:23][CH2:24][NH:25][CH3:26]. Reported procedure: The title compound is prepared by General Method 10 using 1-(4-chlorophenyl)-1-(3-phenylpropyl)hydrazine (Example 9) and 4,4-dimethoxy-N-methylbutan-1-amine. Reactants: FC1=CC=C(C=C1)C1(C=CC(CC1)Cl)C1=CC=C(C=C1)F (4,4-bis(p-fluorophenyl)-1-chloro-2-cyclohexene), BrC1=CC=C(C=C1)N1CNC(C12CCNCC2)=O (1-(p-bromophenyl)-1,3,8-triazaspiro[4.5]decan-4-one), C([O-])([O-])=O.[K+].[K+] (potassium carbonate), [I-].[K+] (potassium iodide). Solvent: CN(C=O)C (dimethylformamide), O (water). Reaction conditions: time 3.5 hour. Yields the product FC1=CC=C(C=C1)C1(C=CC(CC1)N1CCC2(C(NCN2C2=CC=C(C=C2)Br)=O)CC1)C1=CC=C(C=C1)F (8-[4,4-bis(p-fluorophenyl)-2-cyclohexenyl]-1-(p-bromophenyl)-1,3,8-triazaspiro[4.5]decan-4-one). Reaction SMILES: [F:1][C:2]1[CH:7]=[CH:6][C:5]([C:8]2([C:15]3[CH:20]=[CH:19][C:18]([F:21])=[CH:17][CH:16]=3)[CH2:13][CH2:12][CH:11](Cl)[CH:10]=[CH:9]2)=[CH:4][CH:3]=1.[Br:22][C:23]1[CH:28]=[CH:27][C:26]([N:29]2[C:33]3([CH2:38][CH2:37][NH:36][CH2:35][CH2:34]3)[C:32](=[O:39])[NH:31][CH2:30]2)=[CH:25][CH:24]=1.C(=O)([O-])[O-].[K+].[K+].[I-].[K+]>O.CN(C)C=O>[F:1][C:2]1[CH:7]=[CH:6][C:5]([C:8]2([C:15]3[CH:20]=[CH:19][C:18]([F:21])=[CH:17][CH:16]=3)[CH2:13][CH2:12][CH:11]([N:36]3[CH2:35][CH2:34][C:33]4([N:29]([C:26]5[CH:25]=[CH:24][C:23]([Br:22])=[CH:28][CH:27]=5)[CH2:30][NH:31][C:32]4=[O:39])[CH2:38][CH2:37]3)[CH:10]=[CH:9]2)=[CH:4][CH:3]=1 |f:2.3.4,5.6|. Procedure: A mixture of 3.7 g of 4,4-bis(p-fluorophenyl)-1-chloro-2-cyclohexene, 3.1 g of 1-(p-bromophenyl)-1,3,8-triazaspiro[4.5]decan-4-one (m.p. 204°-207° C), 1.7 g of potassium carbonate, 2 g of potassium iodide and 25 ml of dimethylformamide is stirred at 65°-75° C for 3.5 hours. The reaction mixture is then poured into water. The precipitated powder is collected by filtration and dissolved in methanol. The solution is concentrated to some degree, and acetone is added thereto, and the whole mixture is... Starting materials: solution, CN (methylamine), ClC1=CC=C(C=N1)NC(=C[N+](=O)[O-])SC (1-(6-chloro-3-pyridyl)amino-1-methylthio-2-nitroethylene). Solvent: CO (methanol), CCO (EtOH). Product: ClC1=CC=C(C=N1)NC(=C[N+](=O)[O-])NC (1-(6-Chloro-3-pyridyl)amino-1-methylamino-2-nitroethylene). As a reaction SMILES: [Cl:1][C:2]1[N:7]=[CH:6][C:5]([NH:8][C:9](SC)=[CH:10][N+:11]([O-:13])=[O:12])=[CH:4][CH:3]=1.[CH3:16][NH2:17]>CCO.CO>[Cl:1][C:2]1[N:7]=[CH:6][C:5]([NH:8][C:9]([NH:17][CH3:16])=[CH:10][N+:11]([O-:13])=[O:12])=[CH:4][CH:3]=1. Procedure details: In 25 ml of EtOH was dissolved 0.42 g (0.00171 mole) of 1-(6-chloro-3-pyridyl)amino-1-methylthio-2-nitroethylene, followed by addition of 0.2 g of a 40% solution of methylamine in methanol. The mixture was refluxed for 1.5 hours. The solvent was distilled off and the crystalline residue was washed with AcOEt and dried to recover 0.33 g of the title compound as white crystals.